From a dataset of the Open Reaction Database (ORD), a public repository of structured organic reaction records. describe an organic reaction: reactants, conditions, products, and yield Starting materials: [OH-].[K+] (potassium hydroxide), COC1=C(C=CC=C1)C#C[Si](C)(C)C ((2-methoxy-phenylethynyl)-trimethylsilane). Solvent: O (water), CO (methanol). Reaction conditions: time 1.5 hour. Product: C(#C)C1=C(C=CC=C1)OC (1-Ethynyl-2-methoxy-benzene). Yield: 123.0%. Reaction SMILES: [OH-].[K+].[CH3:3][O:4][C:5]1[CH:10]=[CH:9][CH:8]=[CH:7][C:6]=1[C:11]#[C:12][Si](C)(C)C>O.CO>[C:11]([C:6]1[CH:7]=[CH:8][CH:9]=[CH:10][C:5]=1[O:4][CH3:3])#[CH:12] |f:0.1|. Procedure details: Add a solution of potassium hydroxide (3.66 g, 65.2 mmol) in water (30 mL) dropwise over 30 minutes to a stirred solution of (2-methoxy-phenylethynyl)-trimethylsilane (13.2 g, 64.6 mmol) in methanol (275 mL) and stir at room temperature for 1.5 hours. Concentrate, add brine to residue, and extract with EtOAc. Dry organic layer over MgSO4 and concentrate to get 10.5 grams of a black oil. Adsorb on SiO2 and purify the residue by flash chromatography on silica gel eluting with 0-5% EtOAc/hexanes to... Reactants: NC1=C(C=CC2=C1C(C=C(O2)C2=CC=C(C=C2)NCCCN2C(C=1C(C2=O)=CC=CC1)=O)=O)F (5-Amino-6-fluoro-2-[4-[(3-phthalimidopropyl)amino]phenyl]-4H-1-benzopyran-4-one). The solvent is mixed solvent, CN(C=O)C (dimethylformamide), CO (methanol), O.NN (hydrazine monohydrate). Reaction conditions: temperature 55 celsius, time 1 hour. Yields the product NC1=C(C=CC2=C1C(C=C(O2)C2=CC=C(C=C2)NCCCN)=O)F (5-Amino-2-[4-[(3-aminopropyl)amino]phenyl]-6-fluoro-4-H-1-benzopyran-4-one). As a reaction SMILES: [NH2:1][C:2]1[C:7]2[C:8](=[O:33])[CH:9]=[C:10]([C:12]3[CH:17]=[CH:16][C:15]([NH:18][CH2:19][CH2:20][CH2:21][N:22]4C(=O)C5=CC=CC=C5C4=O)=[CH:14][CH:13]=3)[O:11][C:6]=2[CH:5]=[CH:4][C:3]=1[F:34]>CN(C)C=O.CO.O.NN>[NH2:1][C:2]1[C:7]2[C:8](=[O:33])[CH:9]=[C:10]([C:12]3[CH:13]=[CH:14][C:15]([NH:18][CH2:19][CH2:20][CH2:21][NH2:22])=[CH:16][CH:17]=3)[O:11][C:6]=2[CH:5]=[CH:4][C:3]=1[F:34] |f:3.4|. Reported procedure: 4.78 g of Compound 15 was dissolved in 200 ml of a mixed solvent of dimethylformamide and methanol (1:1), 5.07 ml of hydrazine monohydrate was added and the mixture was stirred at 50-60° C. for 1 hour. The reaction solution was concentrated under reduced pressure, the residue was subjected to silica gel column chromatography (chloroform:methanol :aqueous ammonia=9:1:1) to give Compound 16 which was dissolved in ethanol, a 5.5N hydrochloric acid- isopropylalcohol solution was added, isopropyl eth... Reactants: NC1=C(C(=NC(=C1F)CC1CC1)C=O)Cl (4-amino-3-chloro-6-(cyclopropylmethyl)-5-fluoropicolinaldehyde), CC(C)=CC (2-methylbut-2-ene), P(=O)(O)([O-])[O-].[Na+].[Na+] (sodium hydrogenphosphate), Cl(=O)[O-].[Na+] (sodium chlorite). Run in C(C)(C)(C)O (t-butanol), O (H2O). Conditions: temperature 70 celsius. The product is NC1=C(C(=NC(=C1F)CC1CC1)C(=O)O)Cl (4-Amino-3-chloro-6-(cyclopropylmethyl)-5-fluoropicolinic acid). As a reaction SMILES: [NH2:1][C:2]1[C:7]([F:8])=[C:6]([CH2:9][CH:10]2[CH2:12][CH2:11]2)[N:5]=[C:4]([CH:13]=[O:14])[C:3]=1[Cl:15].CC(=CC)C.P([O-])([O-])(O)=[O:22].[Na+].[Na+].Cl([O-])=O.[Na+]>O.C(O)(C)(C)C>[NH2:1][C:2]1[C:7]([F:8])=[C:6]([CH2:9][CH:10]2[CH2:11][CH2:12]2)[N:5]=[C:4]([C:13]([OH:22])=[O:14])[C:3]=1[Cl:15] |f:2.3.4,5.6|. Procedure details: A microwave vial equipped with a magnetic stir bar was charged with 4-amino-3-chloro-6-(cyclopropylmethyl)-5-fluoropicolinaldehyde (63 mg, 0.276 mmol) and t-butanol (1.378 mL). The mixture was treated with H2O (0.459 mL), 2-methylbut-2-ene (0.3 mL, 0.276 mmol), sodium hydrogenphosphate (78 mg, 0.551 mmol), and finally sodium chlorite (74.8 mg, 0.827 mmol) was added in one portion. The mixture was heated to 70° C. in the microwave for 2 h. An aliquot of the reaction mixture was analyzed by LC-MS.... The reactants are CCCCCC1C=C(Cl)C=C(C)N1C(=O)OC(C)(C)C, CO, [H][H], [Li+], [Li+], O=C([O-])[O-]. The product is CCCCCC1CCC=C(C)N1C(=O)OC(C)(C)C. Reaction SMILES: [C:1]([CH3:2])([CH3:3])([CH3:4])[O:5][C:6](=[O:7])[N:8]1[CH:9]([CH2:16][CH2:17][CH2:18][CH2:19][CH3:20])[CH:10]=[C:11]([Cl:15])[CH:12]=[C:13]1[CH3:14].[CH3:29][OH:30].[H:27][H:28].[Li+:21].[Li+:22].[O-:23][C:24](=[O:25])[O-:26]>>[C:1]([CH3:2])([CH3:3])([CH3:4])[O:5][C:6](=[O:7])[N:8]1[CH:9]([CH2:16][CH2:17][CH2:18][CH2:19][CH3:20])[CH2:10][CH2:11][CH:12]=[C:13]1[CH3:14]. Starting materials: B, COCCCOc1cc(C(=O)N(CC2CN(C(=O)OC(C)(C)C)CC2C(=O)O)C(C)C)ccc1OC, C1CCOC1, CSC, CO. Product: COCCCOc1cc(C(=O)N(CC2CN(C(=O)OC(C)(C)C)CC2CO)C(C)C)ccc1OC. RXN SMILES: [BH3:40].[C:1]([CH3:2])([CH3:3])([CH3:4])[O:5][C:6](=[O:7])[N:8]1[CH2:9][CH:10]([C:34](=[O:35])[OH:36])[CH:11]([CH2:13][N:14]([C:15]([c:16]2[cH:17][c:18]([O:24][CH2:25][CH2:26][CH2:27][O:28][CH3:29])[c:19]([O:22][CH3:23])[cH:20][cH:21]2)=[O:30])[CH:31]([CH3:32])[CH3:33])[CH2:12]1.[CH2:43]1[O:44][CH2:45][CH2:46][CH2:47]1.[CH3:37][S:38][CH3:39].[CH3:41][OH:42]>>[C:1]([CH3:2])([CH3:3])([CH3:4])[O:5][C:6](=[O:7])[N:8]1[CH2:9][CH:10]([CH2:34][OH:35])[CH:11]([CH2:13][N:14]([C:15]([c:16]2[cH:17][c:18]([O:24][CH2:25][CH2:26][CH2:27][O:28][CH3:29])[c:19]([O:22][CH3:23])[cH:20][cH:21]2)=[O:30])[CH:31]([CH3:32])[CH3:33])[CH2:12]1.